This data is from the Open Reaction Database (ORD), a public repository of structured organic reaction records. The task is: describe an organic reaction: reactants, conditions, products, and yield Reactants: C(Cl)Cl (methylene chloride), O[C@@H]1C(NC2=C(C[C@@H]1C1=CC=C(C=C1)OC)C(=CC=C2)C(F)(F)F)=O ((cis)-1,3,4,5-tetrahydro-3-hydroxy-4-(4-methoxyphenyl)-6-(trifluoromethyl)-2H-1-benzazepin -2-one), C1(C=2C(C(=O)O1)=CC=CC2)=O (phthalic anhydride). Solvent: C(C)N(CC)CC (triethylamine). Procedure details: Under argon, to dry methylene chloride (800 ml) and triethylamine (38 ml) was added DMAP (2.17 g) and (cis)-1,3,4,5-tetrahydro-3-hydroxy-4-(4-methoxyphenyl)-6-(trifluoromethyl)-2H-1-benzazepin -2-one (62.51 g). After stirring, the so-formed suspension was cooled to about 15° C. and phthalic anhydride (39.53 g) was added. The resulting solution was warmed to room temperature and stirred for 4 hours. Upon quenching with 500 ml of dilute hydrochloric acid the layers were separated and the crystalli... RXN SMILES: C(Cl)Cl.[OH:4][C@H:5]1[C@@H:11]([C:12]2[CH:17]=[CH:16][C:15]([O:18][CH3:19])=[CH:14][CH:13]=2)[CH2:10][C:9]2[C:20]([C:24]([F:27])([F:26])[F:25])=[CH:21][CH:22]=[CH:23][C:8]=2[NH:7][C:6]1=[O:28].[C:29]1(=[O:39])[O:34][C:32](=[O:33])[C:31]2=[CH:35][CH:36]=[CH:37][CH:38]=[C:30]12>CN(C1C=CN=CC=1)C.C(N(CC)CC)C>[C:32]([C:31]1[CH:35]=[CH:36][CH:37]=[CH:38][C:30]=1[C:29]([O:4][C@H:5]1[C@@H:11]([C:12]2[CH:17]=[CH:16][C:15]([O:18][CH3:19])=[CH:14][CH:13]=2)[CH2:10][C:9]2[C:20]([C:24]([F:25])([F:26])[F:27])=[CH:21][CH:22]=[CH:23][C:8]=2[NH:7][C:6]1=[O:28])=[O:39])([OH:34])=[O:33]. The reagents and catalysts are CN(C)C=1C=CN=CC1 (DMAP). Yields the product C(=O)(O)C1=C(C(=O)O[C@@H]2C(NC3=C(C[C@@H]2C2=CC=C(C=C2)OC)C(=CC=C3)C(F)(F)F)=O)C=CC=C1 ((cis)-3-[(2-Carboxybenzoyl)oxy]-1,3,4,5-tetrahydro-4-(4-methoxyphenyl)-6-(trifluoromethyl) -2H-1-benzazepin-2-one). Run at temperature 15 celsius. As a reaction SMILES: [CH3:1][O:2][C:3]1[N:4]=[C:5]([CH2:13][C:14](OC)=[O:15])[C:6]2[C:11]([CH:12]=1)=[CH:10][CH:9]=[CH:8][CH:7]=2.[H-].C([Al+]CC(C)C)C(C)C>C1(C)C=CC=CC=1>[CH3:1][O:2][C:3]1[N:4]=[C:5]([CH2:13][CH:14]=[O:15])[C:6]2[C:11]([CH:12]=1)=[CH:10][CH:9]=[CH:8][CH:7]=2 |f:1.2|. The reactants are COC=1N=C(C2=CC=CC=C2C1)CC(=O)OC (methyl 3-methoxy-2-azanaphthaleneacetate), [H-].C(C(C)C)[Al+]CC(C)C (diisobutylaluminum hydride). Solvent: C1(=CC=CC=C1)C (toluene), C1(=CC=CC=C1)C (toluene). Reaction conditions: time 1 hour. The product is COC=1N=C(C2=CC=CC=C2C1)CC=O (3-methoxy-2-azanaphthaleneacetaldehyde). Procedure: To 1 part of methyl 3-methoxy-2-azanaphthaleneacetate in 25 parts by volume of toluene at -78° C. is slowly added 0.33 part of diisobutylaluminum hydride in toluene. The reaction is stirred for 1 hour and allowed to come to room temperature. The reaction is quenched with ethylacetate followed by ice water. The organic layer is washed with saturated sodium chloride, dried with anhydrous sodium sulfate, and 3-methoxy-2-azanaphthaleneacetaldehyde is isolated. Starting materials: 4A, ClC(C(=O)OC)(F)Cl (methyl dichlorofluoroacetate), C1OC=2C=C(C=CC2O1)C1CC1 (3,4-methylenedioxyphenylcyclopropane), C(C)(=O)OC(C)=O (acetic anhydride). The reagents and catalysts are [Zn] (zinc), [Cu]Cl (copper (I) chloride). The solvent is O1CCCC1 (tetrahydrofuran). The product is FC(=CC1(CC1)C1=CC2=C(C=C1)OCO2)C(=O)OC (1-(2-Fluoro-2-(methoxycarbonyl)ethenyl)-1-(3,4-methylenedioxyphenyl)cyclopropane). The yield is 51.0%. Reaction SMILES: [CH2:1]1[O:9][C:8]2[CH:7]=[CH:6][C:5]([CH:10]3[CH2:12][CH2:11]3)=[CH:4][C:3]=2[O:2]1.[C:13](OC(=O)C)(=O)C.Cl[C:21](Cl)([F:26])[C:22]([O:24][CH3:25])=[O:23]>[Zn].[Cu]Cl.O1CCCC1>[F:26][C:21]([C:22]([O:24][CH3:25])=[O:23])=[CH:13][C:10]1([C:5]2[CH:6]=[CH:7][C:8]3[O:9][CH2:1][O:2][C:3]=3[CH:4]=2)[CH2:12][CH2:11]1. Procedure: The method of Example 1 was repeated using zinc powder (2.94 g), copper (I) chloride (0.45 g) molecular sieve 4A (3 g), tetrahydrofuran (54 ml), 1-formyl-1-(3,4-methylenedioxyphenylcyclopropane (3.09 g), acetic anhydride (1.5 ml) and methyl dichlorofluoroacetate (2.36 g) to yield the title compound (2.2 g, 51%). Starting materials: C1(O)=CC(O)=CC=C1 (Resorcinol), C(C1=CC=CC=C1)(=O)O (benzoic acid), B(F)(F)F (BF3). Solvent: CC(=O)[O-].[Na+] (NaOAc). Product: OC1=C(C=CC(=C1)O)C(=O)C1=CC=CC=C1 ((2,4-Dihydroxy-phenyl)-phenyl-methanone). Yield: 46.4%. As a reaction SMILES: [C:1]1([CH:8]=[CH:7][CH:6]=[C:4]([OH:5])[CH:3]=1)[OH:2].[C:9](O)(=[O:16])[C:10]1[CH:15]=[CH:14][CH:13]=[CH:12][CH:11]=1.B(F)(F)F>CC([O-])=O.[Na+]>[OH:2][C:1]1[CH:3]=[C:4]([OH:5])[CH:6]=[CH:7][C:8]=1[C:9]([C:10]1[CH:15]=[CH:14][CH:13]=[CH:12][CH:11]=1)=[O:16] |f:3.4|. Procedure: Resorcinol (1.10 g, 10.0 mmol) and benzoic acid (1.22 g, 1.01 eq.) were treated with BF3-etherate (7.55 mL, 6 eq.) and heated for 2 h to 95° C. After cooling the reaction mixture was carefully poured onto 500 mL of 10% aq. NaOAc solution, twofold extracted with AcOEt, washed with water, dried over sodium sulfate, and evaporated to dryness. Flash chromatography (SiO2, heptane/AcOEt=8/2), followed by direct crystallization after reducing the volume, afforded 0.994 g of the title compound as off-wh... Reactants: [H-].[H-].[H-].[H-].[Li+].[Al+3] (LiAlH4), C1CCOC1 (THF), C1CCOC1 (THF), C1CCOC1 (THF), OC=1C=C2C(=CNC2=CC1)CC(=O)O ((5-hydroxy-1H-indol-3-yl)-acetic acid). Solvent: O (H2O). Conditions: time 3 hour. Yields the product OCCC1=CNC2=CC=CC=C12 (3-(2-Hydroxy-ethyl)-1H-indole). Reaction SMILES: [H-].[H-].[H-].[H-].[Li+].[Al+3].C1COCC1.O[C:13]1[CH:14]=[C:15]2[C:19](=[CH:20][CH:21]=1)[NH:18][CH:17]=[C:16]2[CH2:22][C:23](O)=[O:24]>O>[OH:24][CH2:23][CH2:22][C:16]1[C:15]2[C:19](=[CH:20][CH:21]=[CH:13][CH:14]=2)[NH:18][CH:17]=1 |f:0.1.2.3.4.5|. Reported procedure: LiAlH4 (1.99 g, 52.3 mmol) was placed in abs. THF (60 ml), under argon, and (5-hydroxy-1H-indol-3-yl)-acetic acid (5.00 g, 26.2 mmol) in abs. THF (100 ml) was added in the course of 30 min. The mixture was boiled for 3 h under reflux. For working up, THF (10 ml) and H2O (4 ml) were added to the mixture, while cooling with ice, and stirring was carried out for 30 min. The mixture was filtered over Celite and rinsed with dichloromethane (150 ml), and the filtrate was concentrated in vacuo. Reactants: CC1(CC2=C(C(=CC(=C2C1)C)C)C)C (2,2,4,6,7-pentamethylindane), COC(Cl)Cl (α,α-dichloromethyl methyl ether). Reagents/catalysts: Cl[Ti](Cl)(Cl)Cl (TiCl4). The solvent is ClCCl (dichloromethane). Conditions: time 2 hour. Yields the product CC1(CC2=C(C(=C(C(=C2C1)C)C=O)C)C)C (2,2,4,6,7-Pentamethylindan-5-carboxaldehyde). Isolated yield 95.0%. As a reaction SMILES: [CH3:1][C:2]1([CH3:14])[CH2:10][C:9]2[C:4](=[C:5]([CH3:13])[C:6]([CH3:12])=[CH:7][C:8]=2[CH3:11])[CH2:3]1.C[O:16][CH:17](Cl)Cl>ClCCl.Cl[Ti](Cl)(Cl)Cl>[CH3:1][C:2]1([CH3:14])[CH2:10][C:9]2[C:4](=[C:5]([CH3:13])[C:6]([CH3:12])=[C:7]([CH:17]=[O:16])[C:8]=2[CH3:11])[CH2:3]1. Procedure details: To a solution of 24.5 g of the 2,2,4,6,7-pentamethylindane in 100 ml of dry dichloromethane was continuously added 18.5 ml of α,α-dichloromethyl methyl ether and 17.6 ml of TiCl4 at 0° C. The reaction mixture was stirred at room temperature for 2 hours, quenched with 200 ml of water, and separated the organic layer. The aqueous layer was extracted with dichloromethane. The combined organic layer was dried over magnesium sulfate, filtered and evaporated under reduced pressure. The residue was pur...